Dataset: the Open Reaction Database (ORD), a public repository of structured organic reaction records. Task: describe an organic reaction: reactants, conditions, products, and yield Reactants: ClC=1C(=C(SC1)C(=O)O)[Si](C)(C)C (4-chloro-3-trimethylsilyl-2-thiophene carboxylic acid), C([O-])(O)=O.[Na+] (sodium bicarbonate), ice brine, [F-].C(CCC)[N+](CCCC)(CCCC)CCCC (tetra-n-butyl ammonium fluoride). The solvent is O1CCCC1 (tetrahydrofuran), O (water), O1CCCC1 (tetrahydrofuran). Yields the product ClC=1C=C(SC1)C(=O)O (4-Chloro-2-thiophene Carboxylic Acid). RXN SMILES: [Cl:1][C:2]1[C:3]([Si](C)(C)C)=[C:4]([C:7]([OH:9])=[O:8])[S:5][CH:6]=1.[F-].C([N+](CCCC)(CCCC)CCCC)CCC.C(=O)(O)[O-].[Na+]>O1CCCC1.O>[Cl:1][C:2]1[CH:3]=[C:4]([C:7]([OH:9])=[O:8])[S:5][CH:6]=1 |f:1.2,3.4|. Procedure: A 300 mg (1.278 mmol) sample of 4-chloro-3-trimethylsilyl-2-thiophene carboxylic acid was dissolved in 10 mL of tetrahydrofuran with 0.3 mL of water and cooled to -5° C. (ice/brine bath). A 2.6 mL aliquot of the 1M tetrahydrofuran solution of tetra-n-butyl ammonium fluoride was slowly added to the reaction solution. After 4 hours the reaction was poured into 50 mL of 5% aqueous sodium bicarbonate. The entire reaction solution was transferred to a separatory funnel and washed with ethyl acetate (... Reactants: O (Water), [H-].[Na+] (Sodium hydride), OC1=CC=C2C(=NN(C2=C1)C=1SC=C(N1)C(=O)OCC)C1=CC=CC=C1 (ethyl 2-(6-hydroxy-3-phenyl-1H-indazol-1-yl)thiazole-4-carboxylate), BrC1CCCC1 (bromocyclopentane). Solvent: CN(C=O)C (N,N-dimethylformamide). Reaction conditions: time 5 minute. Product: C1(CCCC1)OC1=CC=C2C(=NN(C2=C1)C=1SC=C(N1)C(=O)OCC)C1=CC=CC=C1 (Ethyl 2-{6-(cyclopentyloxy)-3-phenyl-1H-indazol-1-yl}thiazole-4-carboxylate). Isolated yield 29.1%. RXN SMILES: [H-].[Na+].[OH:3][C:4]1[CH:12]=[C:11]2[C:7]([C:8]([C:23]3[CH:28]=[CH:27][CH:26]=[CH:25][CH:24]=3)=[N:9][N:10]2[C:13]2[S:14][CH:15]=[C:16]([C:18]([O:20][CH2:21][CH3:22])=[O:19])[N:17]=2)=[CH:6][CH:5]=1.Br[CH:30]1[CH2:34][CH2:33][CH2:32][CH2:31]1.O>CN(C)C=O>[CH:30]1([O:3][C:4]2[CH:12]=[C:11]3[C:7]([C:8]([C:23]4[CH:24]=[CH:25][CH:26]=[CH:27][CH:28]=4)=[N:9][N:10]3[C:13]3[S:14][CH:15]=[C:16]([C:18]([O:20][CH2:21][CH3:22])=[O:19])[N:17]=3)=[CH:6][CH:5]=2)[CH2:34][CH2:33][CH2:32][CH2:31]1 |f:0.1|. Reported procedure: Sodium hydride (added with 40% mineral oil, 13.5 mg, manufactured by Kanto Chemical Co., Inc.) was added to a solution of ethyl 2-(6-hydroxy-3-phenyl-1H-indazol-1-yl)thiazole-4-carboxylate (20 mg), which had been synthesized from the compound of Reference Example 20 according to the method of Example 3, in N,N-dimethylformamide (1 mL, manufactured by Kanto Chemical Co., Inc.) under ice cooling, and the mixture was stirred for 5 minutes at the same temperature. Subsequently, bromocyclopentane (26... The reactants are 4a, NC1=CC2=C(C(=NS2(=O)=O)OCC)C=C1 (6-amino-3-ethoxy-benzoisothiazole-1,1-dioxide), CN=C=O (methyl isocyanate). Product: CNC(=O)NC1=CC2=C(C(=NS2(=O)=O)OCC)C=C1 (6-Methylcarbamoylamino-3-ethoxy-benzoisothiazole-1,1-dioxide). RXN SMILES: [NH2:1][C:2]1[CH:15]=[CH:14][C:5]2[C:6]([O:11][CH2:12][CH3:13])=[N:7][S:8](=[O:10])(=[O:9])[C:4]=2[CH:3]=1.[CH3:16][N:17]=[C:18]=[O:19]>>[CH3:16][NH:17][C:18]([NH:1][C:2]1[CH:15]=[CH:14][C:5]2[C:6]([O:11][CH2:12][CH3:13])=[N:7][S:8](=[O:10])(=[O:9])[C:4]=2[CH:3]=1)=[O:19]. Procedure details: Following the procedures outlined in Description 4a, 6-amino-3-ethoxy-benzoisothiazole-1,1-dioxide (0.23 g) was reacted with methyl isocyanate for 3 days to give the title compound. The reactants are COC(=O)C1=CC=C(C=C1)C1=CC(=CC=C1)N (3'-Amino-biphenyl-4-carboxylic acid methyl ester), Cl (HCl). Reaction conditions: temperature 60 celsius. Product: Cl.NC=1C=C(C=CC1)C1=CC=C(C=C1)C(=O)O (3'-Amino-biphenyl-4-carboxylic acid hydrochloride). The yield is 96.0%. RXN SMILES: C[O:2][C:3]([C:5]1[CH:10]=[CH:9][C:8]([C:11]2[CH:16]=[CH:15][CH:14]=[C:13]([NH2:17])[CH:12]=2)=[CH:7][CH:6]=1)=[O:4].[ClH:18]>>[ClH:18].[NH2:17][C:13]1[CH:12]=[C:11]([C:8]2[CH:9]=[CH:10][C:5]([C:3]([OH:4])=[O:2])=[CH:6][CH:7]=2)[CH:16]=[CH:15][CH:14]=1 |f:2.3|. Procedure details: A mixture of 1-4 (500 mg, 2.20 mmol) and 6N HCl (50 mL) was heated at 60° C. for 20 h. Evaporative removal of the solvent provided 1-5 (530 mg, 96%) as a white solid. Starting materials: O(C1=CC=CC=C1)C=1C=C(C=O)C=CN1 (2-phenoxyisonicotinaldehyde), C(CC(O)(C(=O)O)CC(=O)O)(=O)O (citric acid). Run in O1CCCC1 (tetrahydrofuran), ICI (diiodomethane), C[Li] (methyllithium). Run at time 1 hour. Yields the product O1C(C1)C1=CC=C(OC2=NC=CC=C2)C=C1 (4-oxiran-2-yl-phenoxypyridine). Reaction SMILES: [O:1]([C:8]1[CH:9]=[C:10]([CH:13]=[CH:14][N:15]=1)C=O)[C:2]1[CH:7]=[CH:6][CH:5]=[CH:4][CH:3]=1.C(O)(=O)CC([CH2:23][C:24]([OH:26])=O)(C(O)=O)O>O1CCCC1.ICI.C[Li]>[O:26]1[CH2:24][CH:23]1[C:5]1[CH:4]=[CH:3][C:2]([O:1][C:8]2[CH:9]=[CH:10][CH:13]=[CH:14][N:15]=2)=[CH:7][CH:6]=1. Reported procedure: To a solution of 2-phenoxyisonicotinaldehyde (378 mg) in tetrahydrofuran (4 ml), 0.228 ml of diiodomethane and 3.8 ml of methyllithium (1.0M diethyl ether solution) were added under ice-cooling, and the reaction solution was stirred at the same temperature for 1 hour. To the reaction solution was added 10% aqueous citric acid, and the mixture was extracted with ethyl acetate. The combined organic layers were washed with a saturated saline solution and then dried over anhydrous sodium sulfate. Th...